Dataset: the Open Reaction Database (ORD), a public repository of structured organic reaction records. Task: describe an organic reaction: reactants, conditions, products, and yield Reactants: [BH4-], CC(C)CN, CCO, NS(=O)(=O)c1cc2cc(C=O)sc2o1, Cl, [NH4+], [Na+], [OH-], O. Product: CC(C)CNCc1cc2cc(S(N)(=O)=O)oc2s1, Cl. RXN SMILES: [BH4-:20].[CH2:15]([CH:16]([CH3:17])[CH3:18])[NH2:19].[CH3:25][CH2:26][OH:27].[CH:1](=[O:2])[c:3]1[cH:4][c:5]2[c:6]([o:7][c:8]([S:10](=[O:11])(=[O:12])[NH2:13])[cH:9]2)[s:14]1.[ClH:22].[NH4+:23].[Na+:21].[OH-:24].[OH2:28]>>[CH2:1]([c:3]1[cH:4][c:5]2[c:6]([o:7][c:8]([S:10](=[O:11])(=[O:12])[NH2:13])[cH:9]2)[s:14]1)[NH:19][CH2:15][CH:16]([CH3:17])[CH3:18].[ClH:22]. Reactants: NC=1C=C(OCC(C)=O)C=CC1Cl (1-(3-amino-4-chlorophenoxy)-2-propanone), Cl (hydrochloric acid). Solvent: C(C)O (ethanol). Product: NC1=CC2=C(C(=CO2)C)C=C1Cl (6-amino-5-chloro-3-methylbenzofuran). RXN SMILES: [NH2:1][C:2]1[CH:3]=[C:4]([CH:10]=[CH:11][C:12]=1[Cl:13])[O:5][CH2:6][C:7](=O)[CH3:8].Cl>C(O)C>[NH2:1][C:2]1[C:12]([Cl:13])=[CH:11][C:10]2[C:7]([CH3:8])=[CH:6][O:5][C:4]=2[CH:3]=1. Procedure details: A mixture of 11.4 g (57 mmole) of 1-(3-amino-4-chlorophenoxy)-2-propanone, 10 ml of concentrated hydrochloric acid and 150 ml of ethanol is boiled under reflux for 14 hours and subsequently concentrated by evaporation in vacuo. Ice-water is added to the residue and the whole is rendered alkaline with 3N sodium hydroxide solution and extracted with ether. The crude product obtained after drying and concentration by evaporation of the organic phase is chromatographed over silica gel with petroleum... Reactants: COC(=O)C(Cc1ccccc1)Oc1ccc2cc(-c3cnc(-c4cn(Cc5ccccc5)c5ccccc45)o3)ccc2c1, C1CCOC1, Cl, [Na+], [OH-]. Product: O=C(O)C(Cc1ccccc1)Oc1ccc2cc(-c3cnc(-c4cn(Cc5ccccc5)c5ccccc45)o3)ccc2c1. RXN SMILES: [CH2:1]([c:2]1[cH:3][cH:4][cH:5][cH:6][cH:7]1)[n:8]1[cH:9][c:10](-[c:17]2[o:18][c:19](-[c:22]3[cH:23][c:24]4[cH:25][cH:26][c:27]([O:32][CH:33]([C:34](=[O:35])[O:36][CH3:37])[CH2:38][c:39]5[cH:40][cH:41][cH:42][cH:43][cH:44]5)[cH:28][c:29]4[cH:30][cH:31]3)[cH:20][n:21]2)[c:11]2[cH:12][cH:13][cH:14][cH:15][c:16]12.[CH2:48]1[O:49][CH2:50][CH2:51][CH2:52]1.[ClH:47].[Na+:46].[OH-:45]>>[CH2:1]([c:2]1[cH:3][cH:4][cH:5][cH:6][cH:7]1)[n:8]1[cH:9][c:10](-[c:17]2[o:18][c:19](-[c:22]3[cH:23][c:24]4[cH:25][cH:26][c:27]([O:32][CH:33]([C:34](=[O:35])[OH:36])[CH2:38][c:39]5[cH:40][cH:41][cH:42][cH:43][cH:44]5)[cH:28][c:29]4[cH:30][cH:31]3)[cH:20][n:21]2)[c:11]2[cH:12][cH:13][cH:14][cH:15][c:16]12. Reactants: CO (methanol), [OH-].[Na+] (sodium hydroxide), C(C)(=O)OC1=C2C(C(=C(OC2=CC(=C1)OC(C)=O)C)C1=CC=CC=C1)=O (5,7-diacetoxy-2-methyl-isoflavone), S(O)(O)(=O)=O (sulphuric acid). Run in O (water). Yields the product OC1=C2C(C(=C(OC2=CC(=C1)O)C)C1=CC=CC=C1)=O (5,7-dihydroxy-2-methyl-isoflavone). Isolated yield 78.8%. Reaction SMILES: C([O:4][C:5]1[CH:14]=[C:13]([O:15]C(=O)C)[CH:12]=[C:11]2[C:6]=1[C:7](=[O:26])[C:8]([C:20]1[CH:25]=[CH:24][CH:23]=[CH:22][CH:21]=1)=[C:9]([CH3:19])[O:10]2)(=O)C.CO.[OH-].[Na+].S(=O)(=O)(O)O>O>[OH:4][C:5]1[CH:14]=[C:13]([OH:15])[CH:12]=[C:11]2[C:6]=1[C:7](=[O:26])[C:8]([C:20]1[CH:25]=[CH:24][CH:23]=[CH:22][CH:21]=1)=[C:9]([CH3:19])[O:10]2 |f:2.3|. Reported procedure: 10 g of 5,7-diacetoxy-2-methyl-isoflavone of m.p. 177°-178° C. prepared by the method described in Example 5 are boiled for 10 minutes with 50 ml of methanol and with a solution of 5 g of sodium hydroxide in 30 ml of water. On acidifying the solution with a 10% aqueous sulphuric acid, the precipitated product is filtered, affording 6 g of 5,7-dihydroxy-2-methyl-isoflavone, m.p. 228°-229° C.